The task is: describe an organic reaction: reactants, conditions, products, and yield. This data is from the Open Reaction Database (ORD), a public repository of structured organic reaction records. Starting materials: COC(C(\C=C(/CC=C)\CBr)NC=O)=O (E-2-formylamino-4-bromomethyl-3,6-heptadienoic acid methyl ester), P(OCC)(OCC)OCC (triethyl phosphite). The product is COC(C(\C=C(/CC=C)\CP(=O)(OCC)OCC)NC=O)=O (E-2-formylamino-4-diethylphosphonomethyl-3,6-heptadienoic acid methyl ester). Reaction SMILES: [CH3:1][O:2][C:3](=[O:15])[CH:4]([NH:12][CH:13]=[O:14])/[CH:5]=[C:6](/[CH2:10]Br)\[CH2:7][CH:8]=[CH2:9].[P:16]([O:23]CC)([O:20][CH2:21][CH3:22])[O:17][CH2:18][CH3:19]>>[CH3:1][O:2][C:3](=[O:15])[CH:4]([NH:12][CH:13]=[O:14])/[CH:5]=[C:6](/[CH2:10][P:16]([O:20][CH2:21][CH3:22])([O:17][CH2:18][CH3:19])=[O:23])\[CH2:7][CH:8]=[CH2:9]. Procedure: 3.7 g of E-2-formylamino-4-bromomethyl-3,6-heptadienoic acid methyl ester are dissolved in 37 ml of triethyl phosphite, and the mixture is heated at75° for 8 hours. Excess triethyl phosphite is then distilled off under a high vacuum. Purification by column chromatography (silica gel, methanol/ethyl acetate 1:10) yields E-2-formylamino-4-diethylphosphonomethyl-3,6-heptadienoic acid methyl ester in the form of a colourless oil, 1H-NMR (CDCl3): 2.54 (d,2H, P--CH2); 3.10 (m, 2H, C(5)--H); 5.10 (m, 2...